This data is from the Open Reaction Database (ORD), a public repository of structured organic reaction records. The task is: describe an organic reaction: reactants, conditions, products, and yield Reactants: CC=1C=C(SC1C1=CC=NN1C)C(=O)OC (methyl 4-methyl-5-(1-methyl-1H-pyrazol-5-yl)-2-thiophenecarboxylate), [OH-].[Na+] (NaOH), Cl (HCl). Solvent: C1CCOC1 (THF). Reaction conditions: time 1 hour. The product is CC=1C=C(SC1C1=CC=NN1C)C(=O)O (4-methyl-5-(1-methyl-1H-pyrazol-5-yl)-2-thiophenecarboxylic acid). As a reaction SMILES: [CH3:1][C:2]1[CH:3]=[C:4]([C:13]([O:15]C)=[O:14])[S:5][C:6]=1[C:7]1[N:11]([CH3:12])[N:10]=[CH:9][CH:8]=1.[OH-].[Na+].Cl>C1COCC1>[CH3:1][C:2]1[CH:3]=[C:4]([C:13]([OH:15])=[O:14])[S:5][C:6]=1[C:7]1[N:11]([CH3:12])[N:10]=[CH:9][CH:8]=1 |f:1.2|. Procedure details: A solution of methyl 4-methyl-5-(1-methyl-1H-pyrazol-5-yl)-2-thiophenecarboxylate (crude from part a) in THF (4 mL) and 6N NaOH (4 mL) was heated to 70° C. After 1 h, the solution was poured onto H2O and the pH was adjusted to ˜4 with aqueous HCl. The aqueous phase was extracted several times with DCM and the combined organic fractions were dried (Na2SO4) and concentrated affording the title compound as a white solid which was used directly without further purification: LCMS (ES) m/z=223 (M+H)+. Procedure details: 5-Dimethylamino-N-(6-chloro-3-pyridazinyl)-1-naphthalenesulphonamide (0.36 g), was suspended in N-methylpyrrolidone (1 ml) and freshly prepared 1M sodium methoxide in methanol (3 ml) was added. The reaction mixture was heated to reflux for 4 hours, cooled and evaporated to dryness. The residue was purified by flash chromatography on silica gel (5 g) eluting with a methanol/dichloromethane gradient to give 5-dimethylamino-N-(6-methoxy-3-pyridazinyl)-1-naphthalenesulphonamide (0.14 g), m.p. 125°-1... Yields the product CN(C1=C2C=CC=C(C2=CC=C1)S(=O)(=O)NC=1N=NC(=CC1)OC)C (5-dimethylamino-N-(6-methoxy-3-pyridazinyl)-1-naphthalenesulphonamide). Starting materials: CN(C1=C2C=CC=C(C2=CC=C1)S(=O)(=O)NC=1N=NC(=CC1)Cl)C (5-Dimethylamino-N-(6-chloro-3-pyridazinyl)-1-naphthalenesulphonamide), C[O-].[Na+] (sodium methoxide). Solvent: CO (methanol), CN1C(CCC1)=O (N-methylpyrrolidone). As a reaction SMILES: [CH3:1][N:2]([CH3:24])[C:3]1[CH:12]=[CH:11][CH:10]=[C:9]2[C:4]=1[CH:5]=[CH:6][CH:7]=[C:8]2[S:13]([NH:16][C:17]1[N:18]=[N:19][C:20](Cl)=[CH:21][CH:22]=1)(=[O:15])=[O:14].[CH3:25][O-:26].[Na+]>CN1CCCC1=O.CO>[CH3:1][N:2]([CH3:24])[C:3]1[CH:12]=[CH:11][CH:10]=[C:9]2[C:4]=1[CH:5]=[CH:6][CH:7]=[C:8]2[S:13]([NH:16][C:17]1[N:18]=[N:19][C:20]([O:26][CH3:25])=[CH:21][CH:22]=1)(=[O:15])=[O:14] |f:1.2|. Starting materials: ClC1=C2C(=NC=C1)C=C(S2)C(=O)[O-].[Li+] (lithium 7-chloro-thieno[3,2-b]pyridine-2-carboxylate), N1C[C@@H]([C@H](C1)O)O ((3S,4S)-pyrrolidine-3,4-diol). Product: ClC1=C2C(=NC=C1)C=C(S2)C(=O)N2C[C@@H]([C@H](C2)O)O ((3S,4S)-(7-Chloro-thieno[3,2-b]pyridin-2-yl)-(3,4-dihydroxy-pyrrolidin-1-yl)-methanone). As a reaction SMILES: [Cl:1][C:2]1[CH:7]=[CH:6][N:5]=[C:4]2[CH:8]=[C:9]([C:11]([O-:13])=O)[S:10][C:3]=12.[Li+].[NH:15]1[CH2:19][C@H:18]([OH:20])[C@@H:17]([OH:21])[CH2:16]1>>[Cl:1][C:2]1[CH:7]=[CH:6][N:5]=[C:4]2[CH:8]=[C:9]([C:11]([N:15]3[CH2:19][C@H:18]([OH:20])[C@@H:17]([OH:21])[CH2:16]3)=[O:13])[S:10][C:3]=12 |f:0.1|. Procedure details: The title compound was prepared from lithium 7-chloro-thieno[3,2-b]pyridine-2-carboxylate and (3S,4S)-pyrrolidine-3,4-diol by a procedure analogous to Example 1B. MS: 299.3/301.3 (MH+); HPLC Rf: 3.091 min.; HPLC purity: 99%. Reactants: OC1CC(NC(C1)(C)C)(C)C (4-hydroxy-2,2,6,6-tetramethylpiperidine), O1C(COC(C=2C(C(=O)OCC3CO3)=CC=CC2)=O)C1 (bis(2,3-epoxypropyl)phthalate). The product is OC(COC(C=1C(C(=O)OCC(CN2C(CC(CC2(C)C)O)(C)C)O)=CC=CC1)=O)CN1C(CC(CC1(C)C)O)(C)C (bis[2-hydroxy-3-(4-hydroxy-2,2,6,6-tetramethylpiperidino)propyl]phthalate). Reaction SMILES: [OH:1][CH:2]1[CH2:7][C:6]([CH3:9])([CH3:8])[NH:5][C:4]([CH3:11])([CH3:10])[CH2:3]1.[O:12]1[CH2:31][CH:13]1[CH2:14][O:15][C:16](=[O:30])[C:17]1[C:18](=[CH:26][CH:27]=[CH:28][CH:29]=1)[C:19]([O:21][CH2:22][CH:23]1[O:25][CH2:24]1)=[O:20]>>[OH:12][CH:13]([CH2:31][N:5]1[C:6]([CH3:8])([CH3:9])[CH2:7][CH:2]([OH:1])[CH2:3][C:4]1([CH3:11])[CH3:10])[CH2:14][O:15][C:16](=[O:30])[C:17]1[C:18](=[CH:26][CH:27]=[CH:28][CH:29]=1)[C:19]([O:21][CH2:22][CH:23]([OH:25])[CH2:24][N:5]1[C:4]([CH3:11])([CH3:10])[CH2:3][CH:2]([OH:1])[CH2:7][C:6]1([CH3:9])[CH3:8])=[O:20]. Reported procedure: A mixture of 20.0 g of 4-hydroxy-2,2,6,6-tetramethylpiperidine and 13.9 g of bis(2,3-epoxypropyl)phthalate was reacted following the procedure described in Example 5, to give the desired Compound No. 87 in the form of a white powder. The Compound had an Rf value of 0.24 on thin-layer chromatography on silica gel developed with a 20:4:2:1 by volume mixture of ethyl acetate, benzene, ethanol and triethylamine. Reactants: C(C(=O)Cl)(=O)Cl (Oxalyl chloride), C(C)(C)(C)OC(=O)N(CCOC=1C=C(C(=O)O)C=C(C1)Cl)C1=CC=NC=C1 (3-[2-(tert-butoxycarbonyl-pyridin-4-yl-amino)-ethoxy]-5-chloro-benzoic acid), C1(=CC=CC=C1)NCCOC1=NC=CC=C1 (phenyl-2-(pyridin-2-yloxy)-ethylamine), CCN(C(C)C)C(C)C (DIPEA). The reagents and catalysts are CN(C)C=1C=CN=CC1 (DMAP). The solvent is ClCCl (dichloromethane), CN(C)C=O (DMF), ClCCl (dichloromethane). Run at time 10 minute. Yields the product C(C)(C)(C)OC(N(C1=CC=NC=C1)CCOC1=CC(=CC(=C1)C(N(CCOC1=NC=CC=C1)C1=CC=CC=C1)=O)Cl)=O ({2-[3-Chloro-5-(phenyl-2-(pyridin-2-yloxy)-ethyl-carbamoyl)-phenoxy]-ethyl}-pyridin-4-yl-carbamic acid tert-butyl ester). The yield is 40.1%. Reaction SMILES: C(Cl)(=O)C(Cl)=O.[C:7]([O:11][C:12]([N:14]([C:28]1[CH:33]=[CH:32][N:31]=[CH:30][CH:29]=1)[CH2:15][CH2:16][O:17][C:18]1[CH:19]=[C:20]([CH:24]=[C:25]([Cl:27])[CH:26]=1)[C:21]([OH:23])=O)=[O:13])([CH3:10])([CH3:9])[CH3:8].CCN(C(C)C)C(C)C.[C:43]1([NH:49][CH2:50][CH2:51][O:52][C:53]2[CH:58]=[CH:57][CH:56]=[CH:55][N:54]=2)[CH:48]=[CH:47][CH:46]=[CH:45][CH:44]=1>ClCCl.CN(C=O)C.CN(C1C=CN=CC=1)C>[C:7]([O:11][C:12](=[O:13])[N:14]([CH2:15][CH2:16][O:17][C:18]1[CH:19]=[C:20]([C:21](=[O:23])[N:49]([C:43]2[CH:48]=[CH:47][CH:46]=[CH:45][CH:44]=2)[CH2:50][CH2:51][O:52][C:53]2[CH:58]=[CH:57][CH:56]=[CH:55][N:54]=2)[CH:24]=[C:25]([Cl:27])[CH:26]=1)[C:28]1[CH:29]=[CH:30][N:31]=[CH:32][CH:33]=1)([CH3:9])([CH3:10])[CH3:8]. Reported procedure: 2M Oxalyl chloride in dichloromethane (0.16 ml) and dry DMF (0.008 ml) were added to a stirred suspension of 3-[2-(tert-butoxycarbonyl-pyridin-4-yl-amino)-ethoxy]-5-chloro-benzoic acid (0.115 g) in dry dichloromethane (1.5 ml) under nitrogen. After 10 min, DIPEA (0.18 ml) was added followed after a further 40 min by phenyl-2-(pyridin-2-yloxy)-ethylamine (0.059 g) and DMAP (0.008 g). After 7 days the solvent was evaporated and the residue was purified by flash chromatography, eluting with dichlor... Reactants: N(CCO)CCO (diethanolamine), O(C1=CC=CC=C1)CCCBr (3-Phenoxypropyl bromide). As a reaction SMILES: [NH:1]([CH2:5][CH2:6][OH:7])[CH2:2][CH2:3][OH:4].[O:8]([CH2:15][CH2:16][CH2:17]Br)[C:9]1[CH:14]=[CH:13][CH:12]=[CH:11][CH:10]=1>>[OH:4][CH2:3][CH2:2][N:1]([CH2:17][CH2:16][CH2:15][O:8][C:9]1[CH:14]=[CH:13][CH:12]=[CH:11][CH:10]=1)[CH2:5][CH2:6][OH:7]. Reported procedure: 2-[(2-Hydroxy-ethyl)-(3-phenoxy-propyl)-amino]-ethanol was prepared according to the general method as outlined in example 83. Starting from diethanolamine (15.8 g, 151 mmol). and 3-Phenoxypropyl bromide (21.5 g, 100 mmol). Yield 21.31 g, (95%); yellow oil; MS: 238.1 (M+H)+. The product is OCCN(CCO)CCCOC1=CC=CC=C1 (2-[(2-Hydroxy-ethyl)-(3-phenoxy-propyl)-amino]-ethanol). The reactants are L-proline-4, C1COCCN1CCS(=O)(=O)O (MES), N1[C@H](C(=O)O)CCC1 (L-proline), O=C(C(=O)[O-])CCC(=O)[O-] (2-ketoglutarate), O=C1C(O)=C(O)[C@H](O1)[C@@H](O)CO (L-ascorbic acid), ferrous sulfates. Run at time 30 minute. The product is O[C@@H]1C[C@H](NC1)C(=O)O (trans-4-hydroxyl-proline). RXN SMILES: C1N(CCS(O)(=O)=O)CC[O:3]C1.[NH:13]1[CH2:20][CH2:19][CH2:18][C@H:14]1[C:15]([OH:17])=[O:16].O=C(CCC([O-])=O)C([O-])=O.O=C1O[C@H]([C@H](CO)O)C(O)=C1O>>[OH:3][C@H:19]1[CH2:20][NH:13][C@H:14]([C:15]([OH:17])=[O:16])[CH2:18]1. Procedure: The enzyme reaction with purified L-proline-4-hydroxylase obtained in Example 5 was carried out. The reaction mixture was composed of 200 mM MES buffer (pH 6.5), 20 mM L-proline, 20 MM 2-ketoglutarate, 5 mM L-ascorbic acid, 2 mM ferrous sulfates and 90 U of purified enzyme preparation in total volume of 50 μl. The reaction was carried out at 35° C. for 30 min. As a result of the reaction, 12.9 mM (1.7 g/1) of trans-4-hydroxyl-proline was produced in the reaction mixture. Isolated yield 69.2%. Run in CO (methanol). The reactants are C(#N)N=C(OC(C)C)C=1C=NC=CC1 (Isopropyl N-cyano-3-pyridinecarboximidate), C1(=CC=CC=C1)CCN (2-phenylethylamine). Reaction SMILES: [C:1]([N:3]=[C:4]([C:9]1[CH:10]=[N:11][CH:12]=[CH:13][CH:14]=1)OC(C)C)#[N:2].[C:15]1([CH2:21][CH2:22][NH2:23])[CH:20]=[CH:19][CH:18]=[CH:17][CH:16]=1>CO>[C:1]([NH:3][C:4]([C:9]1[CH:10]=[N:11][CH:12]=[CH:13][CH:14]=1)=[N:23][CH2:22][CH2:21][C:15]1[CH:20]=[CH:19][CH:18]=[CH:17][CH:16]=1)#[N:2]. Product: C(#N)NC(=NCCC1=CC=CC=C1)C=1C=NC=CC1 (N-cyano-N'-(2-phenylethyl)-3-pyridinecarboximidamide). Reported procedure: Isopropyl N-cyano-3-pyridinecarboximidate (0.50 g, 2.6 mmol) was dissolved in methanol (10 ml), and 2-phenylethylamine (0.35 g, 2.9 mmol) was added. The mixture was stirred at room temperature for 40 minutes. After the reaction was completed, the reaction solution was concentrated under reduced pressure, and the concentrated residue thus obtained was crystallized from methanol-diethyl ether to give the title compound (0.45 g, 1.8 mmol, yield: 68%) as colorless needles. Reaction conditions: time 40 minute.